describe an organic reaction: reactants, conditions, products, and yield From a dataset of the Open Reaction Database (ORD), a public repository of structured organic reaction records. The reactants are C1CCOC1, COP(=O)(CCCBr)OC, CCOC(C)=O, NC(=O)Cc1c(C2CC2)n(Cc2ccccc2)c2ccc(O)cc12, CN(C)C=O, O. The product is COP(=O)(CCCOc1ccc2c(c1)c(CC(N)=O)c(C1CC1)n2Cc1ccccc1)OC. As a reaction SMILES: [CH2:40]1[O:41][CH2:42][CH2:43][CH2:44]1.[CH3:30][O:31][P:32]([O:33][CH3:34])(=[O:35])[CH2:36][CH2:37][CH2:38][Br:39].[CH3:46][CH2:47][O:48][C:49](=[O:50])[CH3:51].[CH:1]1([c:4]2[n:5]([CH2:18][c:19]3[cH:20][cH:21][cH:22][cH:23][cH:24]3)[c:6]3[cH:7][cH:8][c:9]([OH:17])[cH:10][c:11]3[c:12]2[CH2:13][C:14](=[O:15])[NH2:16])[CH2:2][CH2:3]1.[O:25]=[CH:26][N:27]([CH3:28])[CH3:29].[OH2:45]>>[CH:1]1([c:4]2[n:5]([CH2:18][c:19]3[cH:20][cH:21][cH:22][cH:23][cH:24]3)[c:6]3[cH:7][cH:8][c:9]([O:17][CH2:38][CH2:37][CH2:36][P:32]([O:31][CH3:30])([O:33][CH3:34])=[O:35])[cH:10][c:11]3[c:12]2[CH2:13][C:14](=[O:15])[NH2:16])[CH2:2][CH2:3]1. Starting materials: CO, CCOCC, C[O-], CC(=O)c1ccc(Cl)cc1, Cl, CCOC(=O)C(F)F, [Na+]. The product is O=C(CC(=O)C(F)F)c1ccc(Cl)cc1. Reaction SMILES: [CH3:12][OH:13].[CH3:25][CH2:26][O:27][CH2:28][CH3:29].[CH3:9][O-:10].[Cl:14][c:15]1[cH:16][cH:17][c:18]([C:21]([CH3:22])=[O:23])[cH:19][cH:20]1.[ClH:24].[F:1][CH:2]([C:3]([O:5][CH2:4][CH3:6])=[O:7])[F:8].[Na+:11]>>[F:1][CH:2]([C:3](=[O:5])[CH2:22][C:21]([c:18]1[cH:17][cH:16][c:15]([Cl:14])[cH:20][cH:19]1)=[O:23])[F:8]. Starting materials: CN(C=O)C (N,N-dimethylformamide), C[S-].[Na+] (sodium thiomethoxide), ClC1=NC2=CC=C(C=C2C(=N1)NCC1=CC2=C(C=C1)OCO2)Cl (2,6-dichloro-4-(3,4-methylenedioxybenzyl)aminoquinazoline), Cl (hydrochloric acid). The solvent is O (water). Run at temperature 110 celsius, time 1 hour. The product is CSC1=NC2=CC=C(C=C2C(=N1)NCC1=CC2=C(C=C1)OCO2)Cl (2-Methylthio-4-(3,4-methylenedioxybenzyl)amino-6-chloroquinazoline). Yield: 75.5%. RXN SMILES: CN(C)C=O.[CH3:6][S-:7].[Na+].Cl[C:10]1[N:19]=[C:18]([NH:20][CH2:21][C:22]2[CH:27]=[CH:26][C:25]3[O:28][CH2:29][O:30][C:24]=3[CH:23]=2)[C:17]2[C:12](=[CH:13][CH:14]=[C:15]([Cl:31])[CH:16]=2)[N:11]=1.Cl>O>[CH3:6][S:7][C:10]1[N:19]=[C:18]([NH:20][CH2:21][C:22]2[CH:27]=[CH:26][C:25]3[O:28][CH2:29][O:30][C:24]=3[CH:23]=2)[C:17]2[C:12](=[CH:13][CH:14]=[C:15]([Cl:31])[CH:16]=2)[N:11]=1 |f:1.2|. Procedure: 20 ml of N,N-dimethylformamide and 221 mg of sodium thiomethoxide were added to 1 g of 2,6-dichloro-4-(3,4-methylenedioxybenzyl)aminoquinazoline. The obtained mixture was stirred at 110° C. for one hour, neutralized with 1N hydrochloric acid and stirred at room temperature for one hour, followed by the addition of water. The crystals thus precipitated were recovered by filtration to give 780 mg of the title compound.